From a dataset of the Open Reaction Database (ORD), a public repository of structured organic reaction records. describe an organic reaction: reactants, conditions, products, and yield The reactants are CC(C)O, COc1cc2ncnc(Cl)c2cc1OC, Cl, Cc1ccc(N)c(F)c1. The product is Cl, COc1cc2ncnc(Nc3ccc(C)cc3F)c2cc1OC. RXN SMILES: [CH:26]([OH:27])([CH3:28])[CH3:29].[Cl:2][c:3]1[n:4][cH:5][n:6][c:7]2[cH:8][c:9]([O:15][CH3:16])[c:10]([O:13][CH3:14])[cH:11][c:12]12.[ClH:1].[F:17][c:18]1[c:19]([NH2:20])[cH:21][cH:22][c:23]([CH3:25])[cH:24]1>>[ClH:2].[c:3]1([NH:20][c:19]2[c:18]([F:17])[cH:24][c:23]([CH3:25])[cH:22][cH:21]2)[n:4][cH:5][n:6][c:7]2[cH:8][c:9]([O:15][CH3:16])[c:10]([O:13][CH3:14])[cH:11][c:12]12.